From a dataset of the Open Reaction Database (ORD), a public repository of structured organic reaction records. describe an organic reaction: reactants, conditions, products, and yield Reactants: C(C)(C)(C)OC(NC1=C(C=C(C=C1)OC)CC(C(C)(C)C)O)=O (tert-butyl[4-methoxy-2-(2-hydroxy-3,3-dimethylbutyl)phenyl]carbamate), FC(C(=O)O)(F)F (trifluoroacetic acid), C(O)([O-])=O.[Na+] (sodium hydrogen carbonate). Run in ClCCl (dichloromethane). Run at time 1 hour. Yields the product NC1=C(C=C(C=C1)OC)CC(C(C)(C)C)O (1-(2-Amino-5-methoxyphenyl)-3,3-dimethylbutan-2-ol). The yield is 97.2%. RXN SMILES: C(OC(=O)[NH:7][C:8]1[CH:13]=[CH:12][C:11]([O:14][CH3:15])=[CH:10][C:9]=1[CH2:16][CH:17]([OH:22])[C:18]([CH3:21])([CH3:20])[CH3:19])(C)(C)C.FC(F)(F)C(O)=O.C(=O)([O-])O.[Na+]>ClCCl>[NH2:7][C:8]1[CH:13]=[CH:12][C:11]([O:14][CH3:15])=[CH:10][C:9]=1[CH2:16][CH:17]([OH:22])[C:18]([CH3:20])([CH3:19])[CH3:21] |f:2.3|. Procedure details: To a solution of tert-butyl[4-methoxy-2-(2-hydroxy-3,3-dimethylbutyl)phenyl]carbamate (234 mg) in dichloromethane (2 mL) was added trifluoroacetic acid (1 mL) at room temperature, and the mixture was stirred for one hour. The reaction mixture was poured into 5% aqueous sodium hydrogen carbonate solution (40 mL) and extracted with ethyl acetate. The organic layer was washed with saturated saline, dried over anhydrous magnesium sulfate and concentrated under reduced pressure to obtain the title co... The reactants are [H-].[Na+] (sodium hydride), C(C1=CC=CC=C1)(C1=CC=CC=C1)(C1=CC=CC=C1)N1N=NC(=C1)CCCCC1=CC=C(C=C1)O (4-[4-(1-trityl-1H-[1,2,3]triazol-4-yl)-butyl]-phenol), O (water), ClCC=1N=C(OC1)C=CC1=CC=C(C=C1)S(F)(F)(F)(F)F (4-chloromethyl-2-[2-(4-pentafluorosulfanyl-phenyl)-vinyl]-oxazole). The solvent is CN(C=O)C (N,N-dimethylformamide). Reaction conditions: time 15 minute. The product is FS(C1=CC=C(C=C1)/C=C/C=1OC=C(N1)COC1=CC=C(C=C1)CCCCC=1N=NN(C1)C(C1=CC=CC=C1)(C1=CC=CC=C1)C1=CC=CC=C1)(F)(F)(F)F (4-[4-(4-{2-[(E)-2-(-4-Pentafluorosulfanyl-phenyl)-vinyl]-oxazol-4-ylmethoxy}-phenyl)-butyl]-1-trityl-1H-[1,2,3]triazole). Yield: 63.7%. RXN SMILES: [H-].[Na+].[C:3]([N:22]1[CH:26]=[C:25]([CH2:27][CH2:28][CH2:29][CH2:30][C:31]2[CH:36]=[CH:35][C:34]([OH:37])=[CH:33][CH:32]=2)[N:24]=[N:23]1)([C:16]1[CH:21]=[CH:20][CH:19]=[CH:18][CH:17]=1)([C:10]1[CH:15]=[CH:14][CH:13]=[CH:12][CH:11]=1)[C:4]1[CH:9]=[CH:8][CH:7]=[CH:6][CH:5]=1.Cl[CH2:39][C:40]1[N:41]=[C:42]([CH:45]=[CH:46][C:47]2[CH:52]=[CH:51][C:50]([S:53]([F:58])([F:57])([F:56])([F:55])[F:54])=[CH:49][CH:48]=2)[O:43][CH:44]=1.O>CN(C)C=O>[F:56][S:53]([F:54])([F:55])([F:57])([F:58])[C:50]1[CH:51]=[CH:52][C:47](/[CH:46]=[CH:45]/[C:42]2[O:43][CH:44]=[C:40]([CH2:39][O:37][C:34]3[CH:33]=[CH:32][C:31]([CH2:30][CH2:29][CH2:28][CH2:27][C:25]4[N:24]=[N:23][N:22]([C:3]([C:4]5[CH:5]=[CH:6][CH:7]=[CH:8][CH:9]=5)([C:16]5[CH:21]=[CH:20][CH:19]=[CH:18][CH:17]=5)[C:10]5[CH:11]=[CH:12][CH:13]=[CH:14][CH:15]=5)[CH:26]=4)=[CH:36][CH:35]=3)[N:41]=2)=[CH:48][CH:49]=1 |f:0.1|. Procedure details: 7.8 mg (0.20 mmol) 95% sodium hydride were given at 0° C. to a solution of 90 mg (0.20 mmol) 4-[4-(1-trityl-1H-[1,2,3]triazol-4-yl)-butyl]-phenol in 3.0 ml N,N-dimethylformamide and stirred for 15 min. 66 mg (0.20 mmol) 4-chloromethyl-2-[2-(4-pentafluorosulfanyl-phenyl)-vinyl]-oxazole were added and stirring continued at 25° C. for 2 h. The reaction mixture was poured into water, the precipitate isolated by filtration und purified by LC-MS to yield 98 mg (65%) of the title compound Reactants: [N+](=O)([O-])[O-].[NH4+] (ammonium nitrate), N.N.N.N.N.N.[Cl-].[Cl-].[Cl-].[Co+3] (hexaamminecobalt (III) chloride). Product: N.N.N.N.N.N.[N+](=O)([O-])[O-].[N+](=O)([O-])[O-].[N+](=O)([O-])[O-].[Co+3] (hexaamminecobalt(III) nitrate). RXN SMILES: [N+:1]([O-:4])([O-:3])=[O:2].[NH4+:5].N.N.N.N.N.N.[Cl-].[Cl-].[Cl-].[Co+3:15]>>[NH3:1].[NH3:5].[NH3:1].[NH3:1].[NH3:1].[NH3:1].[N+:1]([O-:4])([O-:3])=[O:2].[N+:1]([O-:4])([O-:3])=[O:2].[N+:1]([O-:4])([O-:3])=[O:2].[Co+3:15] |f:0.1,2.3.4.5.6.7.8.9.10.11,12.13.14.15.16.17.18.19.20.21|. Reported procedure: A quantity of hexaamminecobalt(III) nitrate was prepared by a replacing ammonium chloride with ammonium nitrate in the procedure for preparing of hexaamminecobalt (III) chloride as taught by G. Pass and H. Reactants: CCOC(C)=O, O=C(OO)c1cccc(Cl)c1, CC(C)(C)OC(=O)NCCc1ccncc1. Yields the product CC(C)(C)OC(=O)[NH+]([O-])CCc1ccncc1. RXN SMILES: [CH3:28][CH2:29][O:30][C:31](=[O:32])[CH3:33].[OH:17][O:18][C:19]([c:20]1[cH:21][c:22]([Cl:23])[cH:24][cH:25][cH:26]1)=[O:27].[n:1]1[cH:2][cH:3][c:4]([CH2:7][CH2:8][NH:9][C:10]([O:11][C:12]([CH3:13])([CH3:14])[CH3:15])=[O:16])[cH:5][cH:6]1>>[n:1]1[cH:2][cH:3][c:4]([CH2:7][CH2:8][NH+:9]([C:10]([O:11][C:12]([CH3:13])([CH3:14])[CH3:15])=[O:16])[O-:17])[cH:5][cH:6]1. Reactants: C1(=CC=CC=C1)CN(C1=NC=2CCCCC2C2=C1N=CN2CC2=CC=CC=C2)CC2=CC=CC=C2 (N,N,1-Tris(phenylmethyl)-6,7,8,9-tetrahydro-1H-imidazo[4,5-c]quinolin-4-amine). Reagents/catalysts: [OH-].[OH-].[Pd+2] (palladium hydroxide on carbon). Run in C(=O)O (formic acid), C(=O)O (formic acid). Yields the product C1(=CC=CC=C1)CN1C=NC=2C(=NC=3CCCCC3C21)N (6,7,8,9-Tetrahydro-1-phenylmethyl-1H-imidazo[4,5-c]quinolin-4-amine). Yield: 91.6%. Reaction SMILES: C1(C[N:8](CC2C=CC=CC=2)[C:9]2[C:18]3[N:19]=[CH:20][N:21]([CH2:22][C:23]4[CH:28]=[CH:27][CH:26]=[CH:25][CH:24]=4)[C:17]=3[C:16]3[CH2:15][CH2:14][CH2:13][CH2:12][C:11]=3[N:10]=2)C=CC=CC=1>[OH-].[OH-].[Pd+2].C(O)=O>[C:23]1([CH2:22][N:21]2[C:17]3[C:16]4[CH2:15][CH2:14][CH2:13][CH2:12][C:11]=4[N:10]=[C:9]([NH2:8])[C:18]=3[N:19]=[CH:20]2)[CH:24]=[CH:25][CH:26]=[CH:27][CH:28]=1 |f:1.2.3|. Reported procedure: N,N,1-Tris(phenylmethyl)-6,7,8,9-tetrahydro-1H-imidazo[4,5-c]quinolin-4-amine (4.49 g, 9.8 mmole), palladium hydroxide on carbon (1.0 g, Pearlman's catalyst) and formic acid (20 mL) were combined and heated at reflux for 4 days. During the course of the reaction the formic acid evaporated out of the reaction vessel. The residue was diluted with formic acid (15 mL) and water (20 mL) then filtered through a layer of celite. The filtrate was basified with 28% ammonium hydroxide then extracted with ... Starting materials: C(C1=CC=CC=C1)OC(N[C@@H]1[C@@H](C[C@H](CC1)NC(C)C)CS(=O)(=O)C1=CC=C(C=C1)Br)=O ([(1S, 2R, 4S)-2-(4-bromo-benzenesulfonylmethyl)-4-isopropylamino-cyclohexyl]-carbamic acid benzyl ester), ( 3h ), C=O (formaldehyde), [BH3-]C#N.[Na+] (NaBH3CN). Solvent: CO (MeOH), O (water). Reaction conditions: time 10 minute. Yields the product C(C1=CC=CC=C1)OC(N[C@@H]1[C@@H](C[C@@H](CC1)N(C)C(C)C)CS(=O)(=O)C1=CC=C(C=C1)Br)=O ([(1S, 2R, 4R)-2-(4-Bromo-benzenesulfonylmethyl)-4-(isopropyl-methyl-amino)-cyclohexyl]-carbamic acid benzyl ester). Yield: 616.8%. As a reaction SMILES: [CH2:1]([O:8][C:9](=[O:32])[NH:10][C@H:11]1[CH2:16][CH2:15][C@H:14]([NH:17][CH:18]([CH3:20])[CH3:19])[CH2:13][C@H:12]1[CH2:21][S:22]([C:25]1[CH:30]=[CH:29][C:28]([Br:31])=[CH:27][CH:26]=1)(=[O:24])=[O:23])[C:2]1[CH:7]=[CH:6][CH:5]=[CH:4][CH:3]=1.C=O.[BH3-][C:36]#N.[Na+]>CO.O>[CH2:1]([O:8][C:9](=[O:32])[NH:10][C@H:11]1[CH2:16][CH2:15][C@@H:14]([N:17]([CH:18]([CH3:20])[CH3:19])[CH3:36])[CH2:13][C@H:12]1[CH2:21][S:22]([C:25]1[CH:30]=[CH:29][C:28]([Br:31])=[CH:27][CH:26]=1)(=[O:24])=[O:23])[C:2]1[CH:3]=[CH:4][CH:5]=[CH:6][CH:7]=1 |f:2.3|. Procedure: 1,4-Cyclohexanedione mono-ethylene ketal (25 g) was dissolved in THF and cooled to −78° C. 1.0 M Lithium bis(trimethylsily)amide (160 mL) in THF was added dropwise. After 30 min, ethyl cyanoformate (15.9 mL) was added dropwise. After 60 min, the solution was poured into EtOAc and water containing ice. The organic layer was washed with water and brine before it was dried and concentrated. This crude was filtered through a plug of silica to give the 8-oxo-1,4-dioxa-spiro[4.5]decane-7-carboxylic ac...